Dataset: the Open Reaction Database (ORD), a public repository of structured organic reaction records. Task: describe an organic reaction: reactants, conditions, products, and yield Reactants: ClC1=CC(=CC=C1)C(=O)OO (metachloroperbenzoic acid), C(CCC)OCCOC1=CC=C(C=C1)C=1C=CC2=C(C=C(CCN2CC(C)C)C(=O)NC2=CC=C(C=C2)SCCSC=2N(C=CN2)C)C1 (7-[4-(2-butoxyethoxy)phenyl]-1-isobutyl-N-[4-[[2-[(1-methylimidazol-2-yl)sulfanyl]ethyl]sulfanyl]phenyl]-2,3-dihydro-1-benzazepine-4-carboxamide), S(=S)(=O)([O-])[O-].[Na+].[Na+] (sodium thiosulfate). Run in C(Cl)Cl (methylene chloride), C(Cl)Cl (methylene chloride). Reaction conditions: time 15 minute. The product is C(CCC)OCCOC1=CC=C(C=C1)C=1C=CC2=C(C=C(CCN2CC(C)C)C(=O)NC2=CC=C(C=C2)S(=O)CCSC=2N(C=CN2)C)C1 (7-[4-(2-butoxyethoxy)phenyl]-1-isobutyl-N-[4-[[2-[(1-methylimidazol-2-yl)sulfanyl]ethyl]sulfinyl]phenyl]-2,3-dihydro-1-benzazepine-4-carboxamide). The yield is 55.4%. Reaction SMILES: [CH2:1]([O:5][CH2:6][CH2:7][O:8][C:9]1[CH:14]=[CH:13][C:12]([C:15]2[CH:16]=[CH:17][C:18]3[N:24]([CH2:25][CH:26]([CH3:28])[CH3:27])[CH2:23][CH2:22][C:21]([C:29]([NH:31][C:32]4[CH:37]=[CH:36][C:35]([S:38][CH2:39][CH2:40][S:41][C:42]5[N:43]([CH3:47])[CH:44]=[CH:45][N:46]=5)=[CH:34][CH:33]=4)=[O:30])=[CH:20][C:19]=3[CH:48]=2)=[CH:11][CH:10]=1)[CH2:2][CH2:3][CH3:4].ClC1C=CC=C(C(OO)=[O:57])C=1.S([O-])([O-])(=O)=S.[Na+].[Na+]>C(Cl)Cl>[CH2:1]([O:5][CH2:6][CH2:7][O:8][C:9]1[CH:10]=[CH:11][C:12]([C:15]2[CH:16]=[CH:17][C:18]3[N:24]([CH2:25][CH:26]([CH3:27])[CH3:28])[CH2:23][CH2:22][C:21]([C:29]([NH:31][C:32]4[CH:33]=[CH:34][C:35]([S:38]([CH2:39][CH2:40][S:41][C:42]5[N:43]([CH3:47])[CH:44]=[CH:45][N:46]=5)=[O:57])=[CH:36][CH:37]=4)=[O:30])=[CH:20][C:19]=3[CH:48]=2)=[CH:13][CH:14]=1)[CH2:2][CH2:3][CH3:4] |f:2.3.4|. Procedure details: 7-[4-(2-butoxyethoxy)phenyl]-1-isobutyl-N-[4-[[2-[(1-methylimidazol-2-yl)sulfanyl]ethyl]sulfanyl]phenyl]-2,3-dihydro-1-benzazepine-4-carboxamide (1.20 g) was dissolved in methylene chloride (24.0 ml), and a solution of metachloroperbenzoic acid (0.52 g) in methylene chloride (24.0 ml) was added dropwise to the solution at −78° C. The mixture was stirred for 15 minutes, and to the mixture was added an aqueous solution of saturated sodium thiosulfate, and the mixture was allowed to be warmed to ro... Starting materials: NC1=NC=C(C=C1)C(F)(F)F (2-amino-5-trifluoromethylpyridine), BrCCOC(C)=O (bromoethylacetate). Reaction conditions: temperature 80 celsius, time 1 hour. Product: Br.C(C)(=O)OCCN1C(C=CC(=C1)C(F)(F)F)=N ((2-imino-5-trifluoromethyl-2H-pyridin-1-yl)ethyl acetate hydrobromide). RXN SMILES: [NH2:1][C:2]1[CH:7]=[CH:6][C:5]([C:8]([F:11])([F:10])[F:9])=[CH:4][N:3]=1.[Br:12][CH2:13][CH2:14][O:15][C:16](=[O:18])[CH3:17]>>[BrH:12].[C:16]([O:15][CH2:14][CH2:13][N:3]1[CH:4]=[C:5]([C:8]([F:9])([F:11])[F:10])[CH:6]=[CH:7][C:2]1=[NH:1])(=[O:18])[CH3:17] |f:2.3|. Reported procedure: A mixture of 3.0 g of 2-amino-5-trifluoromethylpyridine and 7 ml of bromoethylacetate was stirred at 80° C. for 1 hour, and concentrated under reduced pressure. The resulting residue was suspended in a mixed solvent of acetonitrile and t-butyl methyl ether, and filtered. The resulting solid was washed with t-butyl methyl ether to obtain 2.46 g of (2-imino-5-trifluoromethyl-2H-pyridin-1-yl)ethyl acetate hydrobromide.